This data is from the Open Reaction Database (ORD), a public repository of structured organic reaction records. The task is: describe an organic reaction: reactants, conditions, products, and yield Yields the product COC(=O)C1CN(CCn2c(=O)ccc3ccc(OC)cc32)CCC1NCc1ccc2c(c1)OCCO2. Reactants: COc1ccc2ccc(=O)n(CC=O)c2c1, Cl, Cl, COC(=O)C1CNCCC1NCc1ccc2c(c1)OCCO2, C1COCCO1. RXN SMILES: [CH3:1][O:2][c:3]1[cH:4][cH:5][c:6]2[cH:7][cH:8][c:9](=[O:16])[n:10]([CH2:13][CH:14]=[O:15])[c:11]2[cH:12]1.[ClH:17].[ClH:40].[O:18]1[CH2:19][CH2:20][O:21][c:22]2[c:23]1[cH:24][cH:25][c:26]([CH2:28][NH:29][CH:30]1[CH:31]([C:36](=[O:37])[O:38][CH3:39])[CH2:32][NH:33][CH2:34][CH2:35]1)[cH:27]2.[O:41]1[CH2:42][CH2:43][O:44][CH2:45][CH2:46]1>>[CH3:1][O:2][c:3]1[cH:4][cH:5][c:6]2[cH:7][cH:8][c:9](=[O:16])[n:10]([CH2:13][CH2:14][N:33]3[CH2:32][CH:31]([C:36](=[O:37])[O:38][CH3:39])[CH:30]([NH:29][CH2:28][c:26]4[cH:25][cH:24][c:23]5[c:22]([cH:27]4)[O:21][CH2:20][CH2:19][O:18]5)[CH2:35][CH2:34]3)[c:11]2[cH:12]1. Starting materials: NC1=NC(=C(C(=N1)S(=O)C)C#N)C=1OC(=CC1)C (2-amino-4-methanesulfinyl-6-(5-methyl-furan-2-yl)-pyrimidine-5-carbonitrile), CC1=CC=CC(=N1)CO (6-methyl-2-pyridinemethanol), C1CCC2=NCCCN2CC1 (DBU). Run in COCCOC (DME). Yields the product NC1=NC(=C(C(=N1)C=1OC(=CC1)C)C#N)OCC1=NC(=CC=C1)C (2-Amino-4-(5-methyl-furan-2-yl)-6-(6-methyl-pyridin-2-ylmethoxy)-pyrimidine-5-carbonitrile). RXN SMILES: [NH2:1][C:2]1[N:7]=[C:6](S(C)=O)[C:5]([C:11]#[N:12])=[C:4]([C:13]2[O:14][C:15]([CH3:18])=[CH:16][CH:17]=2)[N:3]=1.[CH3:19][C:20]1[N:25]=[C:24]([CH2:26][OH:27])[CH:23]=[CH:22][CH:21]=1.C1CCN2C(=NCCC2)CC1>COCCOC>[NH2:1][C:2]1[N:3]=[C:4]([C:13]2[O:14][C:15]([CH3:18])=[CH:16][CH:17]=2)[C:5]([C:11]#[N:12])=[C:6]([O:27][CH2:26][C:24]2[CH:23]=[CH:22][CH:21]=[C:20]([CH3:19])[N:25]=2)[N:7]=1. Reported procedure: From 2-amino-4-methanesulfinyl-6-(5-methyl-furan-2-yl)-pyrimidine-5-carbonitrile, 6-methyl-2-pyridinemethanol and DBU in DME. ES-MS m/e (%): 322 (M+H+, 100). Reaction SMILES: [C:1]([C:4]1[C:5](=[O:26])[NH:6][C:7]2[C:12]([C:13]=1C)=[C:11]([C:15]([F:18])([F:17])[F:16])[C:10](OS(O)(=O)=O)=[CH:9][C:8]=2[O:24][CH3:25])(=[O:3])[CH3:2].[CH2:27]([NH2:31])[CH:28]([CH3:30])[CH3:29]>>[C:1]([C:4]1[C:5](=[O:26])[NH:6][C:7]2[C:12]([C:13]=1[NH:31][CH2:27][CH:28]([CH3:30])[CH3:29])=[C:11]([C:15]([F:18])([F:17])[F:16])[CH:10]=[CH:9][C:8]=2[O:24][CH3:25])(=[O:3])[CH3:2]. Starting materials: C(C)(=O)C=1C(NC2=C(C=C(C(=C2C1C)C(F)(F)F)OS(=O)(=O)O)OC)=O (3-Acetyl-5- trifluoromehyl-8-methoxy-4-methylsulfoxy-2-quinolinone), C(C(C)C)N (isobutylamine). Isolated yield 69.0%. Procedure details: 3-Acetyl-5- trifluoromehyl-8-methoxy-4-methylsulfoxy-2-quinolinone (3.4 7g, 0.01 mol) and isobutylamine (0.73g, 0.01 mol) were used, but the reaction was carried out as the above process of example 37 to obtain the desired product (2.46g, yield: 69%). The product is C(C)(=O)C=1C(NC2=C(C=CC(=C2C1NCC(C)C)C(F)(F)F)OC)=O (3-Acetyl-4-isobutylamino-5-trifluoromethyl-8-methoxy-2-quinolinone). The reactants are FC1=CC=C(C=C1)SC1=C(C(=CC=C1)F)C=CCNOC1OCCCC1 (N-[3-[2-(4-fluorophenylthio)-6-fluorophenyl]prop-2-enyl]-O-tetrahydropyranyl hydroxylamine), Cl (HCl). The solvent is CO (methanol). Reaction conditions: time 8 hour. Yields the product FC1=CC=C(C=C1)SC1=C(C(=CC=C1)F)C=CCNO (N-[3-[2-(4-fluorophenylthio)-6-fluorophenyl]prop-2-enyl]hydroxylamine). As a reaction SMILES: [F:1][C:2]1[CH:7]=[CH:6][C:5]([S:8][C:9]2[CH:14]=[CH:13][CH:12]=[C:11]([F:15])[C:10]=2[CH:16]=[CH:17][CH2:18][NH:19][O:20]C2CCCCO2)=[CH:4][CH:3]=1.Cl>CO>[F:1][C:2]1[CH:3]=[CH:4][C:5]([S:8][C:9]2[CH:14]=[CH:13][CH:12]=[C:11]([F:15])[C:10]=2[CH:16]=[CH:17][CH2:18][NH:19][OH:20])=[CH:6][CH:7]=1. Reported procedure: N-[3-[2-(4-fluorophenylthio)-6-fluorophenyl]prop-2-enyl]-O-tetrahydropyranyl hydroxylamine (1.26 g, 3.34 mmol) is dissolved in 17 ml of methanol and cooled in an ice bath. Concentrated HCl (1.7 ml) is then added dropwise and the reaction mixture is stirred overnight at room temperature. The reaction mixture is evaporated to dryness and then slurried in saturated NaHCO3 solution and extracted twice with diethyl ether. The extracts are washed with water and then brine and dried over K2CO3 to affor... Starting materials: BrC1=CC=C(C=C1)C(C#N)(CO)C (2-(4-bromo-phenyl)-3-hydroxy-2-methyl-propionitrile), C1(=CC=C(C=C1)S(=O)(=O)Cl)C (para-toluene sulphonyl chloride). Solvent: C(C)(=O)OCC (ethyl acetate), N1=CC=CC=C1 (pyridine). Run at time 16 hour. Product: ethyl acetate hexanes, BrC1=CC=C(C=C1)C(COS(=O)(=O)C1=CC=C(C=C1)C)(C)C#N (toluene-4-sulfonic acid 2-(4-bromo-phenyl)-2-cyano-2-methyl-ethyl ester). The yield is 85.2%. Reaction SMILES: [Br:1][C:2]1[CH:7]=[CH:6][C:5]([C:8]([CH3:13])([CH2:11][OH:12])[C:9]#[N:10])=[CH:4][CH:3]=1.[C:14]1([CH3:24])[CH:19]=[CH:18][C:17]([S:20](Cl)(=[O:22])=[O:21])=[CH:16][CH:15]=1>N1C=CC=CC=1.C(OCC)(=O)C>[Br:1][C:2]1[CH:3]=[CH:4][C:5]([C:8]([C:9]#[N:10])([CH3:13])[CH2:11][O:12][S:20]([C:17]2[CH:18]=[CH:19][C:14]([CH3:24])=[CH:15][CH:16]=2)(=[O:22])=[O:21])=[CH:6][CH:7]=1. Procedure details: To a stirred solution of 2-(4-bromo-phenyl)-3-hydroxy-2-methyl-propionitrile (25 g, 104.17 mmol) in pyridine (225 mL) was added para-toluene sulphonyl chloride (29.79 g, 156.25 mmol) and the reaction stirred at room temperature for 16 h. The reaction mixture was diluted with ethyl acetate (300 mL), washed with a 2N aqueous hydrochloric acid solution (2×50 mL), water (2×100 mL), a saturated aqueous sodium bicarbonate solution (2×50 mL), dried over sodium sulfate, and concentrated in vacuo. Flash ... The reactants are [O-]CC.[Mg+2].[O-]CC (magnesium ethoxide), C(=O)=O (carbon dioxide), two, C(C)(C)O (isopropanol). The product is C(C)(C)OC([O-])=O.C(C)(C)O[Mg+] (isopropoxy magnesium isopropyl carbonate). Reaction SMILES: [O-]CC.[Mg+2:4].[O-]CC.[C:8](=[O:10])=[O:9].[CH:11]([OH:14])([CH3:13])[CH3:12]>>[CH:11]([O:14][C:8](=[O:9])[O-:10])([CH3:13])[CH3:12].[CH:11]([O:14][Mg+:4])([CH3:13])[CH3:12] |f:0.1.2,5.6|. Reported procedure: On Day 1, three kilograms of granulated magnesium ethoxide and carbon dioxide gas are added to two 6.5-gallon flint glass carboys containing 15 liters of ultra-dry isopropanol prepared in Example 2, and reacted as described in Example 4 to form isopropoxy magnesium isopropyl carbonate (PMPC). On completion of the reaction, magnets are inserted in one carboy to provide magnetic filtering, and the concentrates are maintained at 110° F. as described in Example 4. The reactants are C1CCNC1, O=C1CCC2(CC1)OCCO2, CO, Cl, N#C[K], O. Yields the product N#CC1(N2CCCC2)CCC2(CC1)OCCO2. As a reaction SMILES: [CH2:1]1[CH2:2][CH2:3][NH:4][CH2:5]1.[CH2:6]1[CH2:7][O:8][C:9]2([CH2:10][CH2:11][C:12](=[O:15])[CH2:13][CH2:14]2)[O:16]1.[CH3:22][OH:23].[ClH:20].[K:17][C:18]#[N:19].[OH2:21]>>[CH2:1]1[CH2:2][CH2:3][N:4]([C:12]2([C:18]#[N:19])[CH2:11][CH2:10][C:9]3([O:8][CH2:7][CH2:6][O:16]3)[CH2:14][CH2:13]2)[CH2:5]1. Reactants: CS(=O)(=O)C1=CC=C(C=C1)N, CC1=NC(=C(C=C1)OC2=CC(=NC=C2)Cl)C. Reagents/catalysts: C(=O)([O-])[O-].[Cs+].[Cs+], CC1(C2=C(C(=CC=C2)P(C3=CC=CC=C3)C4=CC=CC=C4)OC5=C1C=CC=C5P(C6=CC=CC=C6)C7=CC=CC=C7)C, CC(=O)O.CC(=O)O.[Pd]. Solvent: CC(=O)N(C)C. Reaction conditions: temperature 150 celsius. Product: CC1=NC(=C(C=C1)OC2=CC(=NC=C2)NC3=CC=C(C=C3)S(=O)(=O)C)C. Yield: 50.8%. Procedure: In a 10 mL microwave reactor 3-(2-chloropyridin-4-yloxy)-2,6-dimethylpyridine (100 mg, 0.43 mmol) and 4-(methylsulfonyl)aniline (73.0 mg, 0.43 mmol) were dissolved in DMA (3 mL) to give a tan solution.To the resultant solution Cesium carbonate (0.068 mL, 0.85 mmol) was added and sparged with nitrogen for 1 minute. Then Palladium(II) acetate (6.70 mg, 0.03 mmol) and 9,9-Dimethyl-4,5-bis(diphenylphosphino)xanthene (29.6 mg, 0.05 mmol) were added and the reaction mixture was sealed. The reaction wa...